This data is from the Open Reaction Database (ORD), a public repository of structured organic reaction records. The task is: describe an organic reaction: reactants, conditions, products, and yield Starting materials: CCOCC (Et2O), COC1=C(C(=CC=C1)OC)C1=CC(=C(CO)C=C1)[N+](=O)[O-] (4-(2′,6′-dimethoxyphenyl)-2-nitrobenzyl alcohol), C1=CC=C(C=C1)P(C2=CC=CC=C2)C3=CC=CC=C3 (Ph3P), C1CC(=O)N(C1=O)Br (NBS). Solvent: hexanes, C(Cl)Cl (CH2Cl2). Product: COC1=C(C(=CC=C1)OC)C1=CC(=C(CBr)C=C1)[N+](=O)[O-] (4-(2′,6′-dimethoxyphenyl)-2-nitrobenzyl bromide). RXN SMILES: [CH3:1][O:2][C:3]1[CH:8]=[CH:7][CH:6]=[C:5]([O:9][CH3:10])[C:4]=1[C:11]1[CH:18]=[CH:17][C:14]([CH2:15]O)=[C:13]([N+:19]([O-:21])=[O:20])[CH:12]=1.C1C=CC(P(C2C=CC=CC=2)C2C=CC=CC=2)=CC=1.C1C(=O)N([Br:48])C(=O)C1.CCOCC>C(Cl)Cl>[CH3:1][O:2][C:3]1[CH:8]=[CH:7][CH:6]=[C:5]([O:9][CH3:10])[C:4]=1[C:11]1[CH:18]=[CH:17][C:14]([CH2:15][Br:48])=[C:13]([N+:19]([O-:21])=[O:20])[CH:12]=1. Procedure details: To a solution of 1.8 g (6.23 mmol) of 4-(2′,6′-dimethoxyphenyl)-2-nitrobenzyl alcohol and 2.3 g (8.72 mmol) of Ph3P in CH2Cl2 (20 mL) at 0° C. was added 1.32 g (7.5 mmol) of NBS. The reaction mixture was stirred at 0° C. for 30 min at which time TLC analysis (eluted with 25% Et2O in hexanes) indicated that the starting material had been consumed. The reaction mixture was concentrated and the crude residue was purified by flash column chromatography on silica gel eluted with 50% Et2O in hexanes t...